Task: describe an organic reaction: reactants, conditions, products, and yield. Dataset: the Open Reaction Database (ORD), a public repository of structured organic reaction records Reactants: CCOC(OCC)OCC, N#Cc1cnn(-c2ccc(Cl)c(Cl)c2Cl)c1N, O, Cc1ccc(S(=O)(=O)O)cc1. The product is CCOC=Nc1c(C#N)cnn1-c1ccc(Cl)c(Cl)c1Cl. As a reaction SMILES: [CH2:30]([CH3:31])[O:32][CH:33]([O:34][CH2:35][CH3:36])[O:37][CH2:38][CH3:39].[NH2:1][c:2]1[c:3]([C:16]#[N:17])[cH:4][n:5][n:6]1-[c:7]1[c:8]([Cl:15])[c:9]([Cl:14])[c:10]([Cl:13])[cH:11][cH:12]1.[OH2:18].[c:19]1([CH3:20])[cH:21][cH:22][c:23]([S:24]([OH:25])(=[O:26])=[O:27])[cH:28][cH:29]1>>[N:1]([c:2]1[c:3]([C:16]#[N:17])[cH:4][n:5][n:6]1-[c:7]1[c:8]([Cl:15])[c:9]([Cl:14])[c:10]([Cl:13])[cH:11][cH:12]1)=[CH:33][O:32][CH2:30][CH3:31].